The task is: describe an organic reaction: reactants, conditions, products, and yield. This data is from the Open Reaction Database (ORD), a public repository of structured organic reaction records. Product: COC(=O)C1=CSC(=C1OC)S(=O)(=O)OC1=C(C=C(C=C1CC)C1=C2C=CC=CC2=CC=2SC(=C(C21)C)C)CC (5-[4-(2,3-Dimethyl-naphtho[2,3-b]thiophen-4-yl)-2,6-diethyl-phenoxysulfonyl]-4-methoxy-thiophene-3-carboxylic acid methyl ester). RXN SMILES: [CH3:1][C:2]1[S:6][C:5]2[CH:7]=[C:8]3[C:13](=[C:14]([C:15]4[CH:20]=[C:19]([CH2:21][CH3:22])[C:18]([OH:23])=[C:17]([CH2:24][CH3:25])[CH:16]=4)[C:4]=2[C:3]=1[CH3:26])[CH:12]=[CH:11][CH:10]=[CH:9]3.[H-].[Na+].[CH3:29][O:30][C:31]1[C:35]([C:36]([O:38][CH3:39])=[O:37])=[CH:34][S:33][C:32]=1[S:40](Cl)(=[O:42])=[O:41]>>[CH3:39][O:38][C:36]([C:35]1[C:31]([O:30][CH3:29])=[C:32]([S:40]([O:23][C:18]2[C:19]([CH2:21][CH3:22])=[CH:20][C:15]([C:14]3[C:4]4[C:3]([CH3:26])=[C:2]([CH3:1])[S:6][C:5]=4[CH:7]=[C:8]4[C:13]=3[CH:12]=[CH:11][CH:10]=[CH:9]4)=[CH:16][C:17]=2[CH2:24][CH3:25])(=[O:41])=[O:42])[S:33][CH:34]=1)=[O:37] |f:1.2|. The reactants are CC1=C(C2=C(S1)C=C1C=CC=CC1=C2C2=CC(=C(C(=C2)CC)O)CC)C (4-(2,3-dimethyl-naphtho[2,3-b]thiophen-4-yl)-2,6-diethyl-phenol), COC1=C(SC=C1C(=O)OC)S(=O)(=O)Cl (3-methoxy-4-(methoxycarbonyl)thiophene-2-sulphonylchloride), [H-].[Na+] (sodium hydride), oil. Procedure: The title compound was prepared according to the procedure in Example 10, step 1, using 4-(2,3-dimethyl-naphtho[2,3-b]thiophen-4-yl)-2,6-diethyl-phenol (0.604 g, 1.67 mmol), 60% sodium hydride/mineral oil (0.0669 g, 1.67 mmol) and 3-methoxy-4-(methoxycarbonyl)thiophene-2-sulphonylchloride (0.499 g, 1.84 mmol) to give 0.629 g (63%) of the title compound. 1H NMR (DMSO-d6) δ 1.10 (t, 6 H), 1.59 (s, 3 H), 2.42 (s, 3 H), 2.57-2.68 (m, 4 H), 3.86 (s, 3 H), 4.02 (s, 3 H), 7.20 (s, 2 H), 7.38-7.50 (m, 3... Yield: 63.3%.